Dataset: the Open Reaction Database (ORD), a public repository of structured organic reaction records. Task: describe an organic reaction: reactants, conditions, products, and yield Starting materials: C(#N)C=1C=CC=2N(C1)C(=CN2)C(=O)OCC (ethyl 6-cyanoimidazo[1,2-a]pyridine-3-carboxylate), COCC(=O)NN (2-methoxyacetohydrazide), C[O-].[Na+] (NaOMe). Procedure details: To a solution of ethyl 6-cyanoimidazo[1,2-a]pyridine-3-carboxylate (24q) (265 mg, 1.23 mmol) and 2-methoxyacetohydrazide (193 mg, 1.85 mmol) in 2-ethoxyethanol (5 mL) was added NaOMe (0.5 M in MeOH, 3.7 mL). The mixture was heated at 110° C. in a sealed vial overnight. The reaction mixture was purified by HPLC to give 6-(3-(methoxymethyl)-1H-1,2,4-triazol-5-yl)imidazo[1,2-a]pyridine-3-carboxylic acid (99). MS m/z 274.1 (M+1)+. The solvent is C(C)OCCO (2-ethoxyethanol). As a reaction SMILES: [C:1]([C:3]1[CH:4]=[CH:5][C:6]2[N:7]([C:9]([C:12]([O:14]CC)=[O:13])=[CH:10][N:11]=2)[CH:8]=1)#[N:2].[CH3:17][O:18][CH2:19][C:20]([NH:22][NH2:23])=O.C[O-].[Na+]>C(OCCO)C>[CH3:17][O:18][CH2:19][C:20]1[N:2]=[C:1]([C:3]2[CH:4]=[CH:5][C:6]3[N:7]([C:9]([C:12]([OH:14])=[O:13])=[CH:10][N:11]=3)[CH:8]=2)[NH:23][N:22]=1 |f:2.3|. The product is COCC1=NNC(=N1)C=1C=CC=2N(C1)C(=CN2)C(=O)O (6-(3-(methoxymethyl)-1H-1,2,4-triazol-5-yl)imidazo[1,2-a]pyridine-3-carboxylic acid). Conditions: temperature 110 celsius. Reactants: C(F)(F)(C(F)(F)C(F)(F)C(F)(F)F)I (C4F9I), C(C)(=O)OC=C (vinyl acetate). Yields the product C(F)(F)(C(F)(F)C(F)(F)C(F)(F)F)COC(=O)C (C4F9CH2OCOCH3). Reaction SMILES: [C:1](I)([C:4]([C:7]([C:10]([F:13])([F:12])[F:11])([F:9])[F:8])([F:6])[F:5])([F:3])[F:2].[C:15]([O:18][CH:19]=C)(=[O:17])[CH3:16]>>[C:1]([CH2:19][O:18][C:15]([CH3:16])=[O:17])([C:4]([C:7]([C:10]([F:13])([F:12])[F:11])([F:9])[F:8])([F:6])[F:5])([F:3])[F:2]. Reported procedure: By the reaction of C4F9I with vinyl acetate under the conditions of Examples 3 to 7 there is obtained: ##STR7## Starting materials: BrC1=NC=C(C=C1)C (2-bromo-5-methylpyridine), C1=CC(=CC(=C1)Cl)C(=O)OO (m-CPBA), C(=O)([O-])[O-].[K+].[K+] (K2CO3). The solvent is ClCCl (dichloromethane). Run at time 20 hour. Product: BrC1=[N+](C=C(C=C1)C)[O-] (2-bromo-5-methylpyridine 1-oxide). Yield: 7630.9%. Reaction SMILES: [Br:1][C:2]1[CH:7]=[CH:6][C:5]([CH3:8])=[CH:4][N:3]=1.C1C=C(Cl)C=C(C(OO)=[O:17])C=1.C([O-])([O-])=O.[K+].[K+]>ClCCl>[Br:1][C:2]1[CH:7]=[CH:6][C:5]([CH3:8])=[CH:4][N+:3]=1[O-:17] |f:2.3.4|. Procedure: To a solution of 2-bromo-5-methylpyridine (4 g, 2.3 mmol) in dichloromethane (500 mL) was added m-CPBA (52 g, 304 mmol) at 0° C. The reaction mixture was stirred at room temperature for 20 hours and the then the pH was adjusted to about 9 with a saturated solution of K2CO3. The organic layers were separated and concentrated to give a residue which was purified by flash silica chromatography eluted with petroleum ether/ethyl acetate (1:1) to give 2-bromo-5-methylpyridine 1-oxide (33 g; 75%). 1H N...